Dataset: the Open Reaction Database (ORD), a public repository of structured organic reaction records. Task: describe an organic reaction: reactants, conditions, products, and yield Starting materials: [Cl-].COC=1C=C2CC[N+]([C@H](C2=CC1OC)C1=CC(=C(C(=C1)OC)OC)OC)(CCCO)CC ((1S,2RS)-6,7-Dimethoxy-2-ethyl-2-(3-hydroxypropyl)-1-(3,4,5-trimethoxyphenyl )-1,2,3,4-tetrahydroisoquinolinium chloride), C(C)I.C([O-])([O-])=O.[K+].[K+].CN(C=O)C (ethyl iodide potassium carbonate dimethylformamide), ClCCCO (3-chloropropanol). Product: COC=1C=C2CCN([C@@H](C2=CC1OC)CC1=CC(=C(C=C1)OC)OC)C ((1R)-6,7-Dimethoxy-1-[(3,4-dimethoxyphenyl)methyl]-2-methyl-1,2,3,4-tetrahydroisoquinoline). As a reaction SMILES: [Cl-].[CH3:2][O:3][C:4]1[CH:5]=[C:6]2[C:11](=[CH:12][C:13]=1[O:14][CH3:15])[C@H:10]([C:16]1[CH:21]=[C:20]([O:22][CH3:23])[C:19]([O:24][CH3:25])=[C:18](OC)[CH:17]=1)[N+:9]([CH2:32]C)(CCCO)[CH2:8][CH2:7]2.[CH2:34](I)C.C(=O)([O-])[O-].[K+].[K+].CN(C)C=O.ClCCCO>>[CH3:2][O:3][C:4]1[CH:5]=[C:6]2[C:11](=[CH:12][C:13]=1[O:14][CH3:15])[C@@H:10]([CH2:16][C:17]1[CH:34]=[CH:21][C:20]([O:22][CH3:23])=[C:19]([O:24][CH3:25])[CH:18]=1)[N:9]([CH3:32])[CH2:8][CH2:7]2 |f:0.1,2.3.4.5.6|. Procedure details: (1S,2RS)-6,7-Dimethoxy-2-ethyl-2-(3-hydroxypropyl)-1-(3,4,5-trimethoxyphenyl )-1,2,3,4-tetrahydroisoquinolinium chloride [(1S,2R)/(1S,2S), 2:1] was prepared by alkylation with ethyl iodide/potassium carbonate/dimethylformamide followed by quaternization with 3-chloropropanol (see Synthetic Example 1, procedure a). Starting materials: NC1=NC=2C=CC=CC2C2=C1N=CN2CCCCNC(C2=CC=CC=C2)=O (N1-[4-(4-Amino-1H-imidazo[4,5-c]quinolin-1-yl)butyl]benzamide), Cl (Hydrochloric acid). Yields the product O.Cl.NC1=NC=2C=CC=CC2C2=C1N=CN2CCCCNC(C2=CC=CC=C2)=O (N1-[4-(4-amino-1H-imidazo[4,5-c]quinolin-1-yl)butyl]benzamide hydrochloride hydrate). Run in C(C)(C)O (isopropanol). Procedure: N1-[4-(4-Amino-1H-imidazo[4,5-c]quinolin-1-yl)butyl]benzamide (1 g) was dissolved in isopropanol. Hydrochloric acid (1 eq of 12N) was added. The resulting precipitate was isolated by filtration to provide 1 g of N1-[4-(4-amino-1H-imidazo[4,5-c]quinolin-1-yl)butyl]benzamide hydrochloride hydrate as a solid, m.p. 254-256° C. Analysis: Calculated for C21H21N5O.HCl.1.5 H2O: % C, 59.63; % H, 5.96; % N, 16.56. Found: % C 59.61; % H, 6.04; % N, 16.64. 1H NMR (500 MHz, DMSO-d6) δ 13.80 (broad s, 1H), 9.... As a reaction SMILES: [NH2:1][C:2]1[C:11]2[N:12]=[CH:13][N:14]([CH2:15][CH2:16][CH2:17][CH2:18][NH:19][C:20](=[O:27])[C:21]3[CH:26]=[CH:25][CH:24]=[CH:23][CH:22]=3)[C:10]=2[C:9]2[CH:8]=[CH:7][CH:6]=[CH:5][C:4]=2[N:3]=1.[ClH:28]>C(O)(C)C>[OH2:27].[ClH:28].[NH2:1][C:2]1[C:11]2[N:12]=[CH:13][N:14]([CH2:15][CH2:16][CH2:17][CH2:18][NH:19][C:20](=[O:27])[C:21]3[CH:26]=[CH:25][CH:24]=[CH:23][CH:22]=3)[C:10]=2[C:9]2[CH:8]=[CH:7][CH:6]=[CH:5][C:4]=2[N:3]=1 |f:3.4.5|. Reactants: [H-].[Al+3].[Li+].[H-].[H-].[H-] (lithium aluminum hydride), O (water), C(C1=CC=CC=C1)N1CC(OCC1=O)CC12C3=CC=CC=C3C(C=3C=CC=CC13)CC2 (9-(4-benzyl-5-oxo-2-morpholinylmethyl)-9,10-dihydro-9,10-ethanoanthracene), [H-].[Al+3].[Li+].[H-].[H-].[H-] (lithium aluminum hydride). Run in O1CCOCC1 (dioxane), C(C)(=O)OCC (ethyl acetate). Reaction conditions: time 2 hour. The product is C(C1=CC=CC=C1)N1CC(OCC1)CC12C3=CC=CC=C3C(C=3C=CC=CC13)CC2 (9-(4-benzyl-2-morpholinylmethyl)-9,10-dihydro-9,10-ethanoanthracene). Reported procedure: A mixture of 9-(4-benzyl-5-oxo-2-morpholinylmethyl)-9,10-dihydro-9,10-ethanoanthracene (1.07 g) and lithium aluminum hydride (400 mg) in dioxane was stirred at 50° -60° C. for 2 hours. Excess lithium aluminum hydride was decomposed by addition of water. The reaction mixture was diluted with ethyl acetate, dried over anhydrous sodium sulfate and evaporated to dryness to give 9-(4-benzyl-2-morpholinylmethyl)-9,10-dihydro-9,10-ethanoanthracene, I.R., 3060, 3010, 2860, 2800, 1215, 1139, 1099, 1030, ... Reaction SMILES: [CH2:1]([N:8]1[C:13](=O)[CH2:12][O:11][CH:10]([CH2:15][C:16]23[CH2:31][CH2:30][CH:23]([C:24]4[CH:25]=[CH:26][CH:27]=[CH:28][C:29]=42)[C:22]2[C:17]3=[CH:18][CH:19]=[CH:20][CH:21]=2)[CH2:9]1)[C:2]1[CH:7]=[CH:6][CH:5]=[CH:4][CH:3]=1.[H-].[Al+3].[Li+].[H-].[H-].[H-].O>O1CCOCC1.C(OCC)(=O)C>[CH2:1]([N:8]1[CH2:13][CH2:12][O:11][CH:10]([CH2:15][C:16]23[CH2:31][CH2:30][CH:23]([C:22]4[CH:21]=[CH:20][CH:19]=[CH:18][C:17]=42)[C:24]2[C:29]3=[CH:28][CH:27]=[CH:26][CH:25]=2)[CH2:9]1)[C:2]1[CH:3]=[CH:4][CH:5]=[CH:6][CH:7]=1 |f:1.2.3.4.5.6|.